Dataset: the Open Reaction Database (ORD), a public repository of structured organic reaction records. Task: describe an organic reaction: reactants, conditions, products, and yield Starting materials: NC=1N=NC=CC1OCC1=CC=CC=C1 (3-amino-4-phenylmethoxypyridazine), BrC(C(C)=O)C (3-bromo-2-butanone). Product: CC=1N=C2N(N=CC=C2OCC2=CC=CC=C2)C1C (2,3-dimethyl-8-phenylmethoxyimidazo[1,2-b]pyridazine). RXN SMILES: [NH2:1][C:2]1[N:3]=[N:4][CH:5]=[CH:6][C:7]=1[O:8][CH2:9][C:10]1[CH:15]=[CH:14][CH:13]=[CH:12][CH:11]=1.Br[CH:17]([CH3:21])[C:18](=O)[CH3:19]>>[CH3:21][C:17]1[N:1]=[C:2]2[C:7]([O:8][CH2:9][C:10]3[CH:11]=[CH:12][CH:13]=[CH:14][CH:15]=3)=[CH:6][CH:5]=[N:4][N:3]2[C:18]=1[CH3:19]. Procedure details: Similarly, condensation of the 3-amino-4-phenylmethoxypyridazine with 3-bromo-2-butanone gives the 2,3-dimethyl-8-phenylmethoxyimidazo[1,2-b]pyridazine as shown in the following reaction Scheme IV: ##STR16## Reactants: ClC1=NC2=CC=C(C=C2C(=C1C#N)C1=CC=CC=C1)Cl (2,6-Dichloro-4-phenyl-quinoline-3-carbonitrile), C(C)(C)NC (isopropyl-methyl-amine). Yields the product ClC=1C=C2C(=C(C(=NC2=CC1)N(C)C(C)C)C#N)C1=CC=CC=C1 (6-Chloro-2-(isopropyl-methyl-amino)-4-phenyl-quinoline-3-carbonitrile). As a reaction SMILES: Cl[C:2]1[C:11]([C:12]#[N:13])=[C:10]([C:14]2[CH:19]=[CH:18][CH:17]=[CH:16][CH:15]=2)[C:9]2[C:4](=[CH:5][CH:6]=[C:7]([Cl:20])[CH:8]=2)[N:3]=1.[CH:21]([NH:24][CH3:25])([CH3:23])[CH3:22]>>[Cl:20][C:7]1[CH:8]=[C:9]2[C:4](=[CH:5][CH:6]=1)[N:3]=[C:2]([N:24]([CH:21]([CH3:23])[CH3:22])[CH3:25])[C:11]([C:12]#[N:13])=[C:10]2[C:14]1[CH:19]=[CH:18][CH:17]=[CH:16][CH:15]=1. Reported procedure: The title compound was prepared in analogy to example 27 step C from 2,6-dichloro-4-phenyl-quinoline-3-carbonitrile (prepared as described in example 27 step B) and isopropyl-methyl-amine. Yellow solid. MS (ESI): 336.2 (M+H)+.